From a dataset of the Open Reaction Database (ORD), a public repository of structured organic reaction records. describe an organic reaction: reactants, conditions, products, and yield Starting materials: ClC(C(=O)N(C)C)C (2-chloro-N,N-dimethylpropionamide), ClC1=CC(=C(C=C1)C1=NNC=C1C)C (3-(4-chloro-2-methylphenyl)-4-methylpyrazole), CC=1C(=NNC1)C1=CC=CC=C1 (4-methyl-3-phenylpyrazole). The product is ClC1=CC(=C(C=C1)C1=NN(C=C1C)C(C(=O)N(C)C)CC)C (3-(4-chloro-2-methylphenyl)-α-ethyl-N,N,4-trimethylpyrazole-1-acetamide). RXN SMILES: Cl[CH:2]([CH3:8])[C:3]([N:5]([CH3:7])[CH3:6])=[O:4].[Cl:9][C:10]1[CH:15]=[CH:14][C:13]([C:16]2[C:20]([CH3:21])=[CH:19][NH:18][N:17]=2)=[C:12]([CH3:22])[CH:11]=1.[CH3:23]C1C(C2C=CC=CC=2)=NNC=1>>[Cl:9][C:10]1[CH:15]=[CH:14][C:13]([C:16]2[C:20]([CH3:21])=[CH:19][N:18]([CH:2]([CH2:8][CH3:23])[C:3]([N:5]([CH3:7])[CH3:6])=[O:4])[N:17]=2)=[C:12]([CH3:22])[CH:11]=1. Reported procedure: Using the procedure of Example 1, but substituting 2-bromo-N,N-dimethylbutyramide for 2-chloro-N,N-dimethylpropionamide and 3-(4-chloro-2-methylphenyl)-4-methylpyrazole for 4-methyl-3-phenylpyrazole there is obtained 3-(4-chloro-2-methylphenyl)-α-ethyl-N,N,4-trimethylpyrazole-1-acetamide, m.p. 89°-92° C.